From a dataset of the Open Reaction Database (ORD), a public repository of structured organic reaction records. describe an organic reaction: reactants, conditions, products, and yield Starting materials: CO, CN, Cc1ccccc1, CCC(=O)N(Cc1cnc(Cl)s1)C(=N[N+](=O)[O-])SC, Cl. Yields the product CCC(=O)N(Cc1cnc(Cl)s1)C(=N[N+](=O)[O-])NC. RXN SMILES: [CH3:20][OH:21].[CH3:22][NH2:23].[CH3:25][c:26]1[cH:27][cH:28][cH:29][cH:30][cH:31]1.[Cl:1][c:2]1[s:3][c:4]([CH2:7][N:8]([C:9]([S:10][CH3:11])=[N:12][N+:13](=[O:14])[O-:15])[C:16]([CH2:17][CH3:18])=[O:19])[cH:5][n:6]1.[ClH:24]>>[Cl:1][c:2]1[s:3][c:4]([CH2:7][N:8]([C:9](=[N:12][N+:13](=[O:14])[O-:15])[NH:23][CH3:22])[C:16]([CH2:17][CH3:18])=[O:19])[cH:5][n:6]1. Reactants: Cl (HCl), [OH-].[Na+] (NaOH), C(C1=CC=CC=C1)OC=1C=2N=CN([C@H]3C[C@H](O[Si](C)(C)C(C)(C)C)[C@@H](CO)O3)C2N=C(N1)NC(COC1=CC=CC=C1)=O (O6-Benzyl-3′-O-(t-butyldimethylsilyl)-N2-phenoxyacetyl-2′-deoxyguanosine), O (Water). Solvent: CC#N (CH3CN). Conditions: time 21 hour. Product: C(C1=CC=CC=C1)OC=1C=2N=CN([C@H]3C[C@H](O[Si](C)(C)C(C)(C)C)[C@@H](CO)O3)C2N=C(N1)N (O6-Benzyl-3′-O-(t-butyldimethylsilyl)-2′-deoxyguanosine). The yield is 93.2%. Reaction SMILES: [OH-].[Na+].[CH2:3]([O:10][C:11]1[C:12]2[N:13]=[CH:14][N:15]([C:31]=2[N:32]=[C:33]([NH:35]C(=O)COC2C=CC=CC=2)[N:34]=1)[C@@H:16]1[O:30][C@H:27]([CH2:28][OH:29])[C@@H:18]([O:19][Si:20]([C:23]([CH3:26])([CH3:25])[CH3:24])([CH3:22])[CH3:21])[CH2:17]1)[C:4]1[CH:9]=[CH:8][CH:7]=[CH:6][CH:5]=1.O.Cl>CC#N>[CH2:3]([O:10][C:11]1[C:12]2[N:13]=[CH:14][N:15]([C:31]=2[N:32]=[C:33]([NH2:35])[N:34]=1)[C@@H:16]1[O:30][C@H:27]([CH2:28][OH:29])[C@@H:18]([O:19][Si:20]([C:23]([CH3:24])([CH3:26])[CH3:25])([CH3:22])[CH3:21])[CH2:17]1)[C:4]1[CH:5]=[CH:6][CH:7]=[CH:8][CH:9]=1 |f:0.1|. Procedure: NaOH (2 M, 21 mL, 42.3 mmol) is added to a solution of 9 (2.56 g, 4.23 mmol) dissolved in CH3CN (13 mL) and stirred at room temperature for 21 h. Water (20 mL) is added to the reaction and the pH is adjusted to 7 with HCl. The solution is extracted with CH2Cl2 (2×30 mL), and the organic extracts are combined, dried over MgSO4, and filtered. The solvent is removed under reduced pressure to yield 10 as a white solid (1.86 g, 93.4%). 1H NMR (DMSO-d6) δ 8.11 (1H, s, H-8), 7.51-7.48 (2H, m, Bn Ar), 7... Starting materials: CCOC(=O)c1ccc(C#Cc2ccc3c(c2)C(c2nc(C)cs2)=CCC3(C)C)cc1, CCO, [Na+], [OH-]. Product: Cc1csc(C2=CCC(C)(C)c3ccc(C#Cc4ccc(C(=O)O)cc4)cc32)n1. RXN SMILES: [CH3:1][C:2]1([CH3:31])[c:3]2[cH:4][cH:5][c:6]([C:18]#[C:19][c:20]3[cH:21][cH:22][c:23]([C:24](=[O:25])[O:26][CH2:27][CH3:28])[cH:29][cH:30]3)[cH:7][c:8]2[C:9]([c:12]2[s:13][cH:14][c:15]([CH3:17])[n:16]2)=[CH:10][CH2:11]1.[CH3:34][CH2:35][OH:36].[Na+:33].[OH-:32]>>[CH3:1][C:2]1([CH3:31])[c:3]2[cH:4][cH:5][c:6]([C:18]#[C:19][c:20]3[cH:21][cH:22][c:23]([C:24](=[O:25])[OH:26])[cH:29][cH:30]3)[cH:7][c:8]2[C:9]([c:12]2[s:13][cH:14][c:15]([CH3:17])[n:16]2)=[CH:10][CH2:11]1. Yields the product CCc1nc(NC(CC)CC)c(CC)nc1Br. RXN SMILES: [Br:17][N:18]1[C:19](=[O:20])[CH2:21][CH2:22][C:23]1=[O:24].[CH2:1]([CH3:2])[c:3]1[c:4]([NH:11][CH:12]([CH2:13][CH3:14])[CH2:15][CH3:16])[n:5][c:6]([CH2:9][CH3:10])[cH:7][n:8]1.[Cl:25][CH2:26][Cl:27]>>[CH2:1]([CH3:2])[c:3]1[c:4]([NH:11][CH:12]([CH2:13][CH3:14])[CH2:15][CH3:16])[n:5][c:6]([CH2:9][CH3:10])[c:7]([Br:17])[n:8]1. The reactants are O=C1CCC(=O)N1Br, CCc1cnc(CC)c(NC(CC)CC)n1, ClCCl.